This data is from the Open Reaction Database (ORD), a public repository of structured organic reaction records. The task is: describe an organic reaction: reactants, conditions, products, and yield The reactants are O=c1[nH]cnc2cnc(Cl)cc12, O=P(Cl)(Cl)Cl. The product is Clc1cc2c(Cl)ncnc2cn1. As a reaction SMILES: [Cl:1][c:2]1[cH:3][c:4]2[c:5]([n:6][cH:7][nH:8][c:9]2=[O:10])[cH:11][n:12]1.[P:13]([Cl:14])([Cl:15])([Cl:16])=[O:17]>>[Cl:1][c:2]1[cH:3][c:4]2[c:5]([n:6][cH:7][n:8][c:9]2[Cl:15])[cH:11][n:12]1. The reactants are [OH-].[Na+] (NaOH), [H-].[Al+3].[Li+].[H-].[H-].[H-] (lithium aluminum hydride), NC1=C(C=C(C#N)C=C1)Cl (4-amino-3-chlorobenzonitrile). Run in C1CCOC1 (THF), C1CCOC1 (THF). Run at time 16 hour. The product is NC1=C(C=C(CN)C=C1)Cl (4-amino-3-chlorobenzylamine). The yield is 89.9%. Reaction SMILES: [H-].[Al+3].[Li+].[H-].[H-].[H-].[NH2:7][C:8]1[CH:15]=[CH:14][C:11]([C:12]#[N:13])=[CH:10][C:9]=1[Cl:16].[OH-].[Na+]>C1COCC1>[NH2:7][C:8]1[CH:15]=[CH:14][C:11]([CH2:12][NH2:13])=[CH:10][C:9]=1[Cl:16] |f:0.1.2.3.4.5,7.8|. Procedure: To lithium aluminum hydride (2.11 g, 55.6 mmol) in dry THF (50 mL) was added dropwise 4-amino-3-chlorobenzonitrile (3.29 g, 21.6 mmol) in THF (40 mL). The mixture was stirred at RT for 16 hours. Then, 6.0 mL of 1.0 N NaOH solution was added dropwise and the reaction mixture was stirred for 20 min. The solid was filtered off and washed with THF for three times. The solvent was removed by rotavap to give 4-amino-3-chlorobenzylamine as an oily liquid (3.04 g, 90%). 1H NMR (500 MHz, CD3OD): δ 7.18 (...